Dataset: the Open Reaction Database (ORD), a public repository of structured organic reaction records. Task: describe an organic reaction: reactants, conditions, products, and yield Starting materials: [Br-], CCc1nc(N)nc2ccc(-c3ccc(F)cc3)nc12, Fc1ccc(-c2ccc3nc(Cl)nc(Cl)c3n2)cc1, [Mg+]CCC1OCCCO1. Product: Fc1ccc(-c2ccc3nc(Cl)nc(CCC4OCCCO4)c3n2)cc1. As a reaction SMILES: [Br-:21].[CH2:1]([c:2]1[c:3]2[n:4][c:5](-[c:6]3[cH:7][cH:8][c:9]([F:10])[cH:11][cH:12]3)[cH:13][cH:14][c:15]2[n:16][c:17]([NH2:18])[n:19]1)[CH3:20].[Cl:31][c:32]1[n:33][c:34]([Cl:49])[c:35]2[c:36]([n:37]1)[cH:38][cH:39][c:40](-[c:42]1[cH:43][cH:44][c:45]([F:48])[cH:46][cH:47]1)[n:41]2.[O:22]1[CH:23]([CH2:28][CH2:29][Mg+:30])[O:24][CH2:25][CH2:26][CH2:27]1>>[O:22]1[CH:23]([CH2:28][CH2:29][c:34]2[n:33][c:32]([Cl:31])[n:37][c:36]3[c:35]2[n:41][c:40](-[c:42]2[cH:43][cH:44][c:45]([F:48])[cH:46][cH:47]2)[cH:39][cH:38]3)[O:24][CH2:25][CH2:26][CH2:27]1. Starting materials: C(=O)NC=1SC=C(N1)C(C(=O)O)=NOCC (2-(2-formamidothiazol-4-yl)-2-ethoxyiminoacetic acid), resultant solution, C[Si](C)(C)CC(=O)N (trimethylsilylacetamide), C[Si](C)(C)C(C(=O)N)[Si](C)(C)C (bis(trimethylsilyl)acetamide), NC1[C@@H]2N(C(=C(CS2)O)C(=O)OCC2=CC=C(C=C2)[N+](=O)[O-])C1=O (4-nitrobenzyl 7-amino-3-hydroxy-3-cephem-4-carboxylate), C([O-])(O)=O.[Na+] (sodium bicarbonate). Solvent: C(C)(=O)OCC (Ethyl acetate), C(C)(=O)OCC (ethyl acetate), O (Water), O (water), C(C)(=O)OCC (ethyl acetate). Yields the product C(=O)NC=1SC=C(N1)C(C(=O)NC1[C@@H]2N(C(=C(CS2)O)C(=O)OCC2=CC=C(C=C2)[N+](=O)[O-])C1=O)=NOCC (4-nitrobenzyl 7-[2-(2-formamidothiazol-4-yl)-2-ethoxyiminoacetamido]-3-hydroxy-3-cephem-4-carboxylate). Yield: 77.3%. As a reaction SMILES: [CH:1]([NH:3][C:4]1[S:5][CH:6]=[C:7]([C:9](=[N:13][O:14][CH2:15][CH3:16])[C:10]([OH:12])=O)[N:8]=1)=[O:2].C[Si](CC(N)=O)(C)C.C[Si](C([Si](C)(C)C)C(N)=O)(C)C.[NH2:37][CH:38]1[C:59](=[O:60])[N:40]2[C:41]([C:46]([O:48][CH2:49][C:50]3[CH:55]=[CH:54][C:53]([N+:56]([O-:58])=[O:57])=[CH:52][CH:51]=3)=[O:47])=[C:42]([OH:45])[CH2:43][S:44][C@H:39]12.C(=O)(O)[O-].[Na+]>C(OCC)(=O)C.O>[CH:1]([NH:3][C:4]1[S:5][CH:6]=[C:7]([C:9](=[N:13][O:14][CH2:15][CH3:16])[C:10]([NH:37][CH:38]2[C:59](=[O:60])[N:40]3[C:41]([C:46]([O:48][CH2:49][C:50]4[CH:51]=[CH:52][C:53]([N+:56]([O-:58])=[O:57])=[CH:54][CH:55]=4)=[O:47])=[C:42]([OH:45])[CH2:43][S:44][C@H:39]23)=[O:12])[N:8]=1)=[O:2] |f:4.5|. Procedure details: N,N-Dimethylformamide (0.114 g.), phosphoryl chloride (0.240 g.) and ethyl acetate (0.5 ml.) were reacted in a conventional manner to give a Vilsmeier reagent. Ethyl acetate (5 ml.) and 2-(2-formamidothiazol-4-yl)-2-ethoxyiminoacetic acid (syn isomer, 0.35 g.) were added at the same temperature for 30 minutes to give the activated acid solution. On the other hand, trimethylsilylacetamide (1.31 g.) and bis(trimethylsilyl)acetamide (1.14 g.) were added to a suspension of 4-nitrobenzyl 7-amino-3-hy...